The task is: describe an organic reaction: reactants, conditions, products, and yield. This data is from the Open Reaction Database (ORD), a public repository of structured organic reaction records. Reactants: OC(C)(C)C1(CC(=CC1)C)C#N (1-(1-hydroxy-1-methylethyl)-3-methyl-3-cyclopentene-1-carbonitrile), ClC1=CC(=CC=C1)C(=O)OO (m-chloroperbenzoic acid). The solvent is C(Cl)Cl (methylene chloride), C([O-])(O)=O.[Na+] (sodium bicarbonate). Run at time 8 hour. Yields the product OC(C)(C)C1(CC2(OC2C1)C)C#N (3-(1-Hydroxy-1 -methylethyl)-1-methyl-6-oxabicyclo[3.1.0]hexane-3-carbonitrile). The yield is 111.1%. As a reaction SMILES: [OH:1][C:2]([C:5]1([C:11]#[N:12])[CH2:9][CH:8]=[C:7]([CH3:10])[CH2:6]1)([CH3:4])[CH3:3].ClC1C=CC=C(C(OO)=[O:21])C=1>C(Cl)Cl.C(=O)(O)[O-].[Na+]>[OH:1][C:2]([C:5]1([C:11]#[N:12])[CH2:9][CH:8]2[C:7]([CH3:10])([O:21]2)[CH2:6]1)([CH3:4])[CH3:3] |f:3.4|. Reported procedure: To a stirred mixture of 11.65 g of 1-(1-hydroxy-1-methylethyl)-3-methyl-3-cyclopentene-1-carbonitrile in 700 ml of methylene chloride and 210 ml of aqueous sodium bicarbonate was added portionwise at 25°-35° C. 15.3 g of 85% m-chloroperbenzoic acid. After stirring overnight, the phases were separated and the organic phase was washed successively with 200 ml of 1N sodium hydroxide, 200 ml of water and 200 ml of saturated aqueous sodium chloride, dried (MgSO4), and concentrated in vacuo to leave 1... The reactants are CN(C1=CC=CC=C1)C (dimethylaniline), C(C=C)(=O)Cl (acryloyl chloride), ice, COC=1C=C(C(C(C2=CC=CC=C2)=O)O)C=C(C1)OC (3',5'-dimethoxybenzoin), COC=1C=C(C(C(C2=CC=CC=C2)=O)O)C=C(C1)OC (3',5'-Dimethoxybenzoin). The solvent is C(Cl)Cl (methylene chloride), C(Cl)Cl (mehtylene chloride), C(Cl)Cl (methylene chloride). Reaction conditions: time 8 hour. Yields the product C(C=C)(=O)O.COC=1C=C(C(C(C2=CC=CC=C2)=O)O)C=C(C1)OC (3',5'-Dimethoxybenzoin Acrylate). Yield: 118.5%. Reaction SMILES: [CH3:1][O:2][C:3]1[CH:4]=[C:5]([CH:16]=[C:17]([O:19][CH3:20])[CH:18]=1)[CH:6]([OH:15])[C:7](=[O:14])[C:8]1[CH:13]=[CH:12][CH:11]=[CH:10][CH:9]=1.CN(C)C1C=CC=CC=1.C(Cl)(=[O:33])C=C>C(Cl)Cl>[C:17]([OH:19])(=[O:33])[CH:16]=[CH2:5].[CH3:20][O:19][C:17]1[CH:16]=[C:5]([CH:4]=[C:3]([O:2][CH3:1])[CH:18]=1)[CH:6]([OH:15])[C:7](=[O:14])[C:8]1[CH:13]=[CH:12][CH:11]=[CH:10][CH:9]=1 |f:4.5|. Procedure: To an ice cooled solution of 0.8 g (2.94 mmoles) of 3',5'-dimethoxybenzoin prepared in (3) above and 1.13 ml dimethylaniline in 10 ml methylene chloride, under nitrogen, was slowly added a solution of 1.5 ml (18 mmoles) acryloyl chloride in 10 ml of mehtylene chloride. After the addition was complete, the mixture was stirred overnight at room temperature, diluted with methylene chloride, washed twice with 75 ml 5% aqueous HCl, once with 100 ml H2O, once with 100 ml 5% aqueous NaHCO3, once with 1... Reactants: [H-].[Na+] (sodium hydride), OC1=CC(=CC=2N(C(=NC21)C)C)C(=O)N(C)C (4-hydroxy-N,N,1,2-tetramethyl-1H-benzimidazole-6-carboxamide), ClC1CCOC2=CC=CC=C12 (4-chlorochromane). The solvent is CN(C=O)C (N,N-dimethylformamide), CN(C=O)C (N,N-dimethylformamide). Reaction conditions: temperature 70 celsius, time 20 minute. Yields the product O1CCC(C2=CC=CC=C12)OC1=CC(=CC=2N(C(=NC21)C)C)C(=O)N(C)C (4-(3,4-Dihydro-2H-chromen-4-yloxy)-N,N,1,2-tetramethyl-1H-benzimidazole-6-carboxamide). The yield is 52.1%. Reaction SMILES: [OH:1][C:2]1[C:10]2[N:9]=[C:8]([CH3:11])[N:7]([CH3:12])[C:6]=2[CH:5]=[C:4]([C:13]([N:15]([CH3:17])[CH3:16])=[O:14])[CH:3]=1.[H-].[Na+].Cl[CH:21]1[C:30]2[C:25](=[CH:26][CH:27]=[CH:28][CH:29]=2)[O:24][CH2:23][CH2:22]1>CN(C)C=O>[O:24]1[C:25]2[C:30](=[CH:29][CH:28]=[CH:27][CH:26]=2)[CH:21]([O:1][C:2]2[C:10]3[N:9]=[C:8]([CH3:11])[N:7]([CH3:12])[C:6]=3[CH:5]=[C:4]([C:13]([N:15]([CH3:16])[CH3:17])=[O:14])[CH:3]=2)[CH2:22][CH2:23]1 |f:1.2|. Procedure: To a stirred suspension of 4-hydroxy-N,N,1,2-tetramethyl-1H-benzimidazole-6-carboxamide (50 mg, 0.21 mmol, WO 2004054984) in N,N-dimethylformamide (2 mL) was added sodium hydride (60% dispersion in mineral oil, 11 mg, 0.27 mmol) at room temperature. After stirring for 20 minutes, a solution of 4-chlorochromane (71 mg, 0.42 mmol, WO 2000078751) in N,N-dimethylformamide (1 mL) was added at room temperature. The reaction mixture was warmed to 70° C., and stirred for 6 hours at the same temperature....